Task: describe an organic reaction: reactants, conditions, products, and yield. Dataset: the Open Reaction Database (ORD), a public repository of structured organic reaction records Procedure: A stirred mixture of methyl 4-formamido-3-thenoate (see below) (3.39 g) and ammonium formate (3,4 g) in formamide (5 ml) was heated at 140° C. for 7 hours. On cooling, the mixture was poured into water, and the mixture filtered to give a solid which was washed with water followed by light petroleum (b.p. 60-80° C.) and air dried to give the title product, m.p. 275-278° C. The reactants are C(=O)NC=1C(=CSC1)C(=O)OC (methyl 4-formamido-3-thenoate), C(=O)[O-].[NH4+] (ammonium formate), O (water). Run at temperature 140 celsius. As a reaction SMILES: [CH:1]([NH:3][C:4]1[C:5]([C:9]([O:11]C)=O)=[CH:6][S:7][CH:8]=1)=O.C([O-])=O.[NH4+:16].O>C(N)=O>[N:3]1[C:4]2=[CH:8][S:7][CH:6]=[C:5]2[C:9](=[O:11])[NH:16][CH:1]=1 |f:1.2|. The solvent is C(=O)N (formamide). Product: N1=CNC(C=2C1=CSC2)=O (3,4-Dihydrothieno[3,4-d]pyrimidin-4-one).